This data is from the Open Reaction Database (ORD), a public repository of structured organic reaction records. The task is: describe an organic reaction: reactants, conditions, products, and yield Starting materials: O=C1NCCc2cc(F)ccc21, NN, C1COCCO1. Yields the product NNc1ccc2c(c1)CCNC2=O. RXN SMILES: [F:1][c:2]1[cH:3][c:4]2[c:9]([cH:10][cH:11]1)[C:8](=[O:12])[NH:7][CH2:6][CH2:5]2.[NH2:13][NH2:14].[O:15]1[CH2:16][CH2:17][O:18][CH2:19][CH2:20]1>>[c:2]1([NH:13][NH2:14])[cH:3][c:4]2[c:9]([cH:10][cH:11]1)[C:8](=[O:12])[NH:7][CH2:6][CH2:5]2. Reactants: ClC1(C(=C(C(=C1Cl)Cl)Cl)Cl)Cl (Hexachlorocyclopentadiene), C(C)(C)(C)C=1C(C=CC(C1)=O)=O (tert-butyl-p-benzoquinone). Solvent: C1(=CC=CC=C1)C (toluene). Product: C(C)(C)(C)C=1C(C2C3(C(=C(C(C2C(C1)=O)(C3(Cl)Cl)Cl)Cl)Cl)Cl)=O (6-tert-butyl-1,2,3,4,9,9-hexachloro-1,4,4a,8a-tetrahydro-1,4methanonaphthalene-5,8-dione). RXN SMILES: [Cl:1][C:2]1([Cl:11])[C:6]([Cl:7])=[C:5]([Cl:8])[C:4]([Cl:9])=[C:3]1[Cl:10].[C:12]([C:16]1[C:17](=[O:23])[CH:18]=[CH:19][C:20](=[O:22])[CH:21]=1)([CH3:15])([CH3:14])[CH3:13]>C1(C)C=CC=CC=1>[C:12]([C:16]1[C:17](=[O:23])[CH:18]2[CH:19]([C:20](=[O:22])[CH:21]=1)[C:3]1([Cl:10])[C:2]([Cl:11])([Cl:1])[C:6]2([Cl:7])[C:5]([Cl:8])=[C:4]1[Cl:9])([CH3:15])([CH3:13])[CH3:14]. Procedure details: Hexachlorocyclopentadiene, 40 g., and 15.4 g. of tert-butyl-p-benzoquinone were dissolved in 300 ml. of toluene and refluxed for four hours. The solution solidified upon cooling to room temperature. The solid was washed with methanol and recrystallized from benzene. Yellow crystals were obtained melting at 124°-125° C. Yields the product NC(=O)C(c1ccc(-n2ccccc2=O)cc1F)n1cccc(N)c1=O. Reactants: CC(=O)O, NC(=O)C(c1ccc(-n2ccccc2=O)cc1F)n1cccc([N+](=O)[O-])c1=O, [Zn]. As a reaction SMILES: [CH3:29][C:30](=[O:31])[OH:32].[F:1][c:2]1[c:3]([CH:15]([C:16](=[O:17])[NH2:18])[n:19]2[c:20](=[O:28])[c:21]([N+:25]([O-:26])=[O:27])[cH:22][cH:23][cH:24]2)[cH:4][cH:5][c:6](-[n:8]2[c:9](=[O:14])[cH:10][cH:11][cH:12][cH:13]2)[cH:7]1.[Zn:33]>>[F:1][c:2]1[c:3]([CH:15]([C:16](=[O:17])[NH2:18])[n:19]2[c:20](=[O:28])[c:21]([NH2:25])[cH:22][cH:23][cH:24]2)[cH:4][cH:5][c:6](-[n:8]2[c:9](=[O:14])[cH:10][cH:11][cH:12][cH:13]2)[cH:7]1. Starting materials: COC(OC)C(CNC(=O)c1cc2cccc(NS(=O)(=O)c3ccccn3)c2[nH]1)SCc1ccccc1, ClCCl, O=S(=O)(OS(=O)(=O)C(F)(F)F)C(F)(F)F, [Na+], O=C([O-])O, O=P(c1ccccc1)(c1ccccc1)c1ccccc1, CSc1ccccc1. Yields the product COC(OC)C1CN=C(c2cc3cccc(NS(=O)(=O)c4ccccn4)c3[nH]2)S1. As a reaction SMILES: [CH2:36]([c:38]1[cH:39][cH:40][cH:41][cH:42][cH:48]1)[S:43][CH:44]([CH2:45][NH:46][C:47](=[O:37])[c:49]1[nH:50][c:51]2[c:52]([NH:58][S:59](=[O:60])(=[O:61])[c:62]3[n:63][cH:64][cH:65][cH:66][cH:67]3)[cH:53][cH:54][cH:55][c:56]2[cH:57]1)[CH:68]([O:69][CH3:70])[O:71][CH3:72].[Cl:86][CH2:87][Cl:88].[F:21][C:22]([S:23]([O:24][S:25]([C:26]([F:27])([F:28])[F:29])(=[O:30])=[O:31])(=[O:32])=[O:33])([F:34])[F:35].[Na+:81].[OH:82][C:83](=[O:84])[O-:85].[c:1]1([P:2](=[O:3])([c:4]2[cH:5][cH:6][cH:7][cH:8][cH:9]2)[c:10]2[cH:11][cH:12][cH:13][cH:14][cH:15]2)[cH:16][cH:17][cH:18][cH:19][cH:20]1.[c:73]1([S:74][CH3:75])[cH:76][cH:77][cH:78][cH:79][cH:80]1>>[S:43]1[CH:44]([CH:68]([O:69][CH3:70])[O:71][CH3:72])[CH2:45][N:46]=[C:47]1[c:49]1[nH:50][c:51]2[c:52]([NH:58][S:59](=[O:60])(=[O:61])[c:62]3[n:63][cH:64][cH:65][cH:66][cH:67]3)[cH:53][cH:54][cH:55][c:56]2[cH:57]1. The reactants are O=C([O-])[O-], CI, CN(C)C=O, CC(=O)C(=NO)c1ccc(OCCCOc2c(Cl)cc(OCC=C(Cl)Cl)cc2Cl)cc1, [K+], [K+], O. Yields the product CON=C(C(C)=O)c1ccc(OCCCOc2c(Cl)cc(OCC=C(Cl)Cl)cc2Cl)cc1. As a reaction SMILES: [C:32](=[O:33])([O-:34])[O-:35].[CH3:38][I:39].[CH3:41][N:42]([CH3:43])[CH:44]=[O:45].[Cl:1][c:2]1[c:3]([O:4][CH2:5][CH2:6][CH2:7][O:8][c:9]2[cH:10][cH:11][c:12]([C:15]([C:16]([CH3:17])=[O:18])=[N:19][OH:20])[cH:13][cH:14]2)[c:21]([Cl:31])[cH:22][c:23]([O:25][CH2:26][CH:27]=[C:28]([Cl:29])[Cl:30])[cH:24]1.[K+:36].[K+:37].[OH2:40]>>[Cl:1][c:2]1[c:3]([O:4][CH2:5][CH2:6][CH2:7][O:8][c:9]2[cH:10][cH:11][c:12]([C:15]([C:16]([CH3:17])=[O:18])=[N:19][O:20][CH3:32])[cH:13][cH:14]2)[c:21]([Cl:31])[cH:22][c:23]([O:25][CH2:26][CH:27]=[C:28]([Cl:29])[Cl:30])[cH:24]1.